This data is from the Open Reaction Database (ORD), a public repository of structured organic reaction records. The task is: describe an organic reaction: reactants, conditions, products, and yield Reactants: C(C)(C)(C)OC(=O)N(C=1C(=CSC1NC(=O)OC(C)(C)C)C#N)C(=O)OC(C)(C)C (4-bis(t-butoxycarbonyl)amino-5-t-butoxycarbonylamino-3-thiophene carbonitrile), C(C)OC(C(=O)OCC)=O (diethyloxalate). Run in C(C)(=O)O (acetic acid). The product is 9, C(#N)C1=CSC=2NC(C(NC21)=O)=O (7-Cyanothieno(2,3-b]pyrazine-2,3(1H,4H)-dione). Isolated yield 48.0%. As a reaction SMILES: C([O:5][C:6]([N:8](C(OC(C)(C)C)=O)[C:9]1[C:10]([C:22]#[N:23])=[CH:11][S:12][C:13]=1[NH:14][C:15](OC(C)(C)C)=[O:16])=O)(C)(C)C.C(OC(=O)C(OCC)=O)C>C(O)(=O)C>[C:22]([C:10]1[C:9]2[NH:8][C:6](=[O:5])[C:15](=[O:16])[NH:14][C:13]=2[S:12][CH:11]=1)#[N:23]. Reported procedure: A mixture of 4-bis(t-butoxycarbonyl)amino-5-t-butoxycarbonylamino-3-thiophene carbonitrile (15.4 g, 35 mmol), diethyloxalate (100 ml, 739 mmol) and glacial acetic acid (100 ml) was refluxed for 6 h. The crystallinic product was filtered off and washed with ether to give 3.25 9 (48%) of the title compound. M.p.>250° C. 1H-NMR (DMSO-d6, δ): 8.15 (s, 1H), 12.4 (br.s, 1H), 12.5 (br.s, 1H). Starting materials: O (H2O), [OH-].[Na+] (NaOH), O (H2O), C1(CCCC1)OC=1C=C(C=CC1OC)[C@@H]1CN(C[C@H]1C(=O)OC)CC1=CC=CC=C1 (trans-3-(3-Cyclopentoxy-4-methoxyphenyl)-4-methoxycarbonyl-1-(phenylmethyl)pyrrolidine), [H-].[H-].[H-].[H-].[Li+].[Al+3] (LiAlH4). The solvent is CCOCC (ether), C1CCOC1 (THF). Reaction conditions: time 2 hour. The product is C1(CCCC1)OC=1C=C(C=CC1OC)[C@@H]1CN(C[C@H]1CO)CC1=CC=CC=C1 (trans-3-(3-cyclopentoxy-4-methoxyphenyl)-4-hydroxymethyl-1-(phenylmethyl)pyrrolidine). Yield: 79.4%. Reaction SMILES: [CH:1]1([O:6][C:7]2[CH:8]=[C:9]([C@H:15]3[C@H:19]([C:20](OC)=[O:21])[CH2:18][N:17]([CH2:24][C:25]4[CH:30]=[CH:29][CH:28]=[CH:27][CH:26]=4)[CH2:16]3)[CH:10]=[CH:11][C:12]=2[O:13][CH3:14])[CH2:5][CH2:4][CH2:3][CH2:2]1.[H-].[H-].[H-].[H-].[Li+].[Al+3].O.[OH-].[Na+]>C1COCC1.CCOCC>[CH:1]1([O:6][C:7]2[CH:8]=[C:9]([C@H:15]3[C@H:19]([CH2:20][OH:21])[CH2:18][N:17]([CH2:24][C:25]4[CH:26]=[CH:27][CH:28]=[CH:29][CH:30]=4)[CH2:16]3)[CH:10]=[CH:11][C:12]=2[O:13][CH3:14])[CH2:2][CH2:3][CH2:4][CH2:5]1 |f:1.2.3.4.5.6,8.9|. Procedure: To a solution of trans-3-(3-Cyclopentoxy-4-methoxyphenyl)-4-methoxycarbonyl-1-(phenylmethyl)pyrrolidine (2.7 g, 6.6 mmol) in 27 mL of THF at 0° C. was added LiAlH4 (4.0 mmol, 4 mL of 1M toluene solution). After stirring for 2 hr the reaction mixture was then successively treated dropwise with H2O (0.15 mL), 15% NaOH (0.15 mL), and H2O (0.46 mL). The resulting suspension was diluted with ether, stirred for 1 hr, filtered through Celite, and concentrated under reduced pressure to an oil. Silica ge... Reactants: C(C)(C)C1=CC=C(CCl)C=C1 (4-isopropylbenzylchloride), C([O-])([O-])=O.[K+].[K+] (potassium carbonate), C(C1=CC(OC)=C(O)C(OC)=C1)=O (Syringaldehyde). Solvent: CN(C)C=O (DMF). Conditions: temperature 60 celsius. Yields the product C(C)(C)C1=CC=C(COC2=C(C=C(C=O)C=C2OC)OC)C=C1 (4-(4-isopropylbenzyloxy)-3,5-dimethoxybenzaldehyde). The yield is 86.8%. Reaction SMILES: [CH:1](=[O:13])[C:2]1[CH:12]=[C:9]([O:10][CH3:11])[C:7]([OH:8])=[C:4]([O:5][CH3:6])[CH:3]=1.[CH:14]([C:17]1[CH:24]=[CH:23][C:20]([CH2:21]Cl)=[CH:19][CH:18]=1)([CH3:16])[CH3:15].C(=O)([O-])[O-].[K+].[K+]>CN(C=O)C>[CH:14]([C:17]1[CH:24]=[CH:23][C:20]([CH2:21][O:8][C:7]2[C:9]([O:10][CH3:11])=[CH:12][C:2]([CH:1]=[O:13])=[CH:3][C:4]=2[O:5][CH3:6])=[CH:19][CH:18]=1)([CH3:16])[CH3:15] |f:2.3.4|. Reported procedure: Syringaldehyde (4-hydroxy-3,5-dimethoxybenzaldehyde) (10.2 g, 55 mmol) was dissolved in DMF (45 ml), and 4-isopropylbenzylchloride (9.7 g, 55 mmol) and potassium carbonate (11.5 g) were added successively. The resulting mixture was heated at 60° C. for 16 hours. After cooling, the mixture was partitioned between water (150 ml) and ethyl acetate (3×100 ml). The combined organic extracts were washed with water (100 ml), saturated NaCl (100 ml), dried (MgSO4), treated with activated carbon, filtere... The reactants are IC1=NC(=C2N=CN(C2=N1)CC)N (2-iodo-9-ethyl-9H-purin-6-ylamine), C(C1=CC=CC=C1)S (benzyl mercaptan), [OH-].[Na+] (sodium hydroxide), steel, Cl (HCl). Yields the product C(C1=CC=CC=C1)SC1=NC(=C2N=CN(C2=N1)CC)N (2-benzylthio-9-ethyl-9H-purin-6-ylamine). RXN SMILES: I[C:2]1[N:10]=[C:9]2[C:5]([N:6]=[CH:7][N:8]2[CH2:11][CH3:12])=[C:4]([NH2:13])[N:3]=1.[CH2:14]([SH:21])[C:15]1[CH:20]=[CH:19][CH:18]=[CH:17][CH:16]=1.[OH-].[Na+].Cl>>[CH2:14]([S:21][C:2]1[N:10]=[C:9]2[C:5]([N:6]=[CH:7][N:8]2[CH2:11][CH3:12])=[C:4]([NH2:13])[N:3]=1)[C:15]1[CH:20]=[CH:19][CH:18]=[CH:17][CH:16]=1 |f:2.3|. Reported procedure: A mixture of 2-iodo-9-ethyl-9H-purin-6-ylamine (0.2 g, 0.69 mmol), 3 mL of benzyl mercaptan, and solid sodium hydroxide (200 mg, 5.0 mmol) was heated in a steel bomb at 100° C. for 24 hours. The reaction mixture was neutralized with 1N HCl and partitioned between water and chloroform. The organic layer was dried (Na2SO4), filtered and concentrated in vacuo, and the residue chromatographed on a silica gel column, eluting with a mixture of chloroform/methanol (97:3), to give 2-benzylthio-9-ethyl-9... The reactants are C(#N)C1=CC=C(C=C1)[C@@H]1CC[C@H](CC1)CC=O (trans-4-(4-cyanophenyl)cyclohexylacetaldehyde), O1CCCC1 (tetrahydrofuran), C1(=CC=CC=C1)C (toluene), C1(=CC=CC=C1)[Li] (phenyllithium), [Cl-] (chloride), O1CCCC1 (tetrahydrofuran), C1(=CC=CC=C1)C (toluene). The solvent is O (water). Conditions: temperature -10 celsius, time 10 minute. Product: COC=CC[C@@H]1CC[C@H](CC1)C1=CC=C(C=C1)C#N (trans-1-(3-methoxy-2-propenyl)-4-(4-cyanophenyl)cyclohexane). RXN SMILES: [Cl-].C1(C)C=CC=CC=1.C1([Li])C=CC=CC=1.[C:16]([C:18]1[CH:23]=[CH:22][C:21]([C@H:24]2[CH2:29][CH2:28][C@H:27]([CH2:30][CH:31]=O)[CH2:26][CH2:25]2)=[CH:20][CH:19]=1)#[N:17].[O:33]1[CH2:37]CC[CH2:34]1>O>[CH3:34][O:33][CH:37]=[CH:31][CH2:30][C@H:27]1[CH2:26][CH2:25][C@H:24]([C:21]2[CH:20]=[CH:19][C:18]([C:16]#[N:17])=[CH:23][CH:22]=2)[CH2:29][CH2:28]1. Reported procedure: Commercially available methoxymethyltriphenylphosphornium chloride (15.7 g, 0.0458 mol) was added to tetrahydrofuran (100 ml), followed by dropwise adding a toluene solution (23 ml) of 25% by weight of phenyllithium in argon atmosphere with stirring at -10° C. over 10 minutes, agitating the reaction solution at 0° C. for 30 minutes, dropwise adding a solution of trans-4-(4-cyanophenyl)cyclohexylacetaldehyde (VII) obtained in Example 2(i) (7.3 g, 0.032 mol) in tetrahydrofuran (90 ml) at -10° C. o... The reactants are OC1CC(N(C1)C(C1=CC2=C(C=C1)OCO2)=O)C(=O)O (4-hydroxy-1-(3,4-methylenedioxybenzoyl)pyrrolidine-2-carboxylic acid), OC1CC(N(C1)C(C1=CC(=C(C(=C1)OC)OC)OC)=O)C(=O)O (4-HYDROXY-1-(3,4,5-TRIMETHOXYBENZOYL)PYRROLIDINE-2-CARBOXYLIC ACID). Yields the product OC1CC(N(C1)C(C1=CC(=C(C(=C1)OC)OC)OC)=O)C(=O)N (4-HYDROXY-1-(3,4,5-TRIMETHOXYBENZOYL)PYRROLIDINE-2-CARBOXAMIDE). Yield: 60.0%. Reaction SMILES: OC1C[N:5](C(=O)C2C=CC3OCOC=3C=2)C(C(O)=O)C1.[OH:21][CH:22]1[CH2:26][N:25]([C:27](=[O:40])[C:28]2[CH:33]=[C:32]([O:34][CH3:35])[C:31]([O:36][CH3:37])=[C:30]([O:38][CH3:39])[CH:29]=2)[CH:24]([C:41]([OH:43])=O)[CH2:23]1>>[OH:21][CH:22]1[CH2:26][N:25]([C:27](=[O:40])[C:28]2[CH:33]=[C:32]([O:34][CH3:35])[C:31]([O:36][CH3:37])=[C:30]([O:38][CH3:39])[CH:29]=2)[CH:24]([C:41]([NH2:5])=[O:43])[CH2:23]1. Reported procedure: By carrying out the procedure as in Example 9, but replacing 4-hydroxy-1-(3,4-methylenedioxybenzoyl)pyrrolidine-2-carboxylic acid by the 4-hydroxy-1-(3,4,5-trimethoxybenzoyl)pyrrolidine-2-carboxylic acid obtained in Example 8, the title product is obtained. RXN SMILES: [CH:1]1[C:10]2[C:5](=[CH:6][CH:7]=[CH:8][CH:9]=2)[CH:4]=[CH:3][C:2]=1[CH:11]([NH:13]C=O)[CH3:12].C(O)C.[OH-].[Na+]>O>[CH:1]1[C:10]2[C:5](=[CH:6][CH:7]=[CH:8][CH:9]=2)[CH:4]=[CH:3][C:2]=1[CH:11]([NH2:13])[CH3:12] |f:2.3|. Isolated yield 98.7%. Run in O (water). Procedure: A mixture of N-(1-naphthalen-2-yl-ethyl)-formamide (1.12 g), ethanol (10 mL) and 5 N sodium hydroxide (10 mL) is heated at reflux for 1 hour. The solution is cooled, poured into water and extracted with ether. The ether solution is dried with anhydrous potassium carbonate, filtered and concentrated to give the product (0.95 g) as a pale yellow oil. Starting materials: C1=C(C=CC2=CC=CC=C12)C(C)NC=O (N-(1-naphthalen-2-yl-ethyl)-formamide), C(C)O (ethanol), [OH-].[Na+] (sodium hydroxide). Yields the product C1=C(C=CC2=CC=CC=C12)C(C)N (1-(2-Naphthyl)ethylamine). The reactants are COC=1C=C(CC2N(CCC3=CC(=C(C=C23)OC)O)CC(=O)NCC2=CC=CC=C2)C=CC1OC (2-[l-(3,4-dimethoxy-benzyl)-6-hydroxy-7-methoxy-3,4-dihydro-1H-isoquinolin-2-yl]-N-benzyl-acetamide), C(C=C)Br (allyl bromide). Product: COC=1C=C(CC2N(CCC3=CC(=C(C=C23)OC)OCC=C)CC(=O)NCC2=CC=CC=C2)C=CC1OC (2-[1-(3,4-dimethoxy-benzyl)-6-allyloxy-7-methoxy-3,4-dihydro-1H-isoquinolin-2-yl]-N-benzyl-acetamide). RXN SMILES: [CH3:1][O:2][C:3]1[CH:4]=[C:5]([CH:31]=[CH:32][C:33]=1[O:34][CH3:35])[CH2:6][CH:7]1[C:16]2[C:11](=[CH:12][C:13]([OH:19])=[C:14]([O:17][CH3:18])[CH:15]=2)[CH2:10][CH2:9][N:8]1[CH2:20][C:21]([NH:23][CH2:24][C:25]1[CH:30]=[CH:29][CH:28]=[CH:27][CH:26]=1)=[O:22].[CH2:36](Br)[CH:37]=[CH2:38]>>[CH3:1][O:2][C:3]1[CH:4]=[C:5]([CH:31]=[CH:32][C:33]=1[O:34][CH3:35])[CH2:6][CH:7]1[C:16]2[C:11](=[CH:12][C:13]([O:19][CH2:38][CH:37]=[CH2:36])=[C:14]([O:17][CH3:18])[CH:15]=2)[CH2:10][CH2:9][N:8]1[CH2:20][C:21]([NH:23][CH2:24][C:25]1[CH:30]=[CH:29][CH:28]=[CH:27][CH:26]=1)=[O:22]. Procedure details: prepared by reaction of 2-[l-(3,4-dimethoxy-benzyl)-6-hydroxy-7-methoxy-3,4-dihydro-1H-isoquinolin-2-yl]-N-benzyl-acetamide with allyl bromide Reactants: N1(CCCCC1)CCCN1CCNCCC1=O (4-(3-piperidin-1-yl-propyl)-[1,4]diazepan-5-one), IC=1C=C(C=CC1)C(F)(F)F (3-iodobenzotrifluoride), C1(=CC=CC=C1)P(C1=C(C2=CC=CC=C2C=C1)C1=C(C=CC2=CC=CC=C12)P(C1=CC=CC=C1)C1=CC=CC=C1)C1=CC=CC=C1 (racemic-2,2′-bis(diphenylphosphino)-1,1′-binaphthyl), C([O-])([O-])=O.[Cs+].[Cs+] (cesium carbonate). The reagents and catalysts are CC(=O)[O-].CC(=O)[O-].[Pd+2] (Pd(OAc)2). The solvent is C1(=CC=CC=C1)C (toluene). Conditions: temperature 110 celsius. Yields the product N1(CCCCC1)CCCN1CCN(CCC1=O)C1=CC(=CC=C1)C(F)(F)F (4-(3-Piperidin-1-yl-propyl)-1-(3-trifluoromethyl-phenyl)-[1,4]diazepan-5-one). The yield is 260.8%. Reaction SMILES: [N:1]1([CH2:7][CH2:8][CH2:9][N:10]2[C:16](=[O:17])[CH2:15][CH2:14][NH:13][CH2:12][CH2:11]2)[CH2:6][CH2:5][CH2:4][CH2:3][CH2:2]1.I[C:19]1[CH:20]=[C:21]([C:25]([F:28])([F:27])[F:26])[CH:22]=[CH:23][CH:24]=1.C1(P(C2C=CC=CC=2)C2C=CC3C(=CC=CC=3)C=2C2C3C(=CC=CC=3)C=CC=2P(C2C=CC=CC=2)C2C=CC=CC=2)C=CC=CC=1.C(=O)([O-])[O-].[Cs+].[Cs+]>C1(C)C=CC=CC=1.CC([O-])=O.CC([O-])=O.[Pd+2]>[N:1]1([CH2:7][CH2:8][CH2:9][N:10]2[C:16](=[O:17])[CH2:15][CH2:14][N:13]([C:19]3[CH:24]=[CH:23][CH:22]=[C:21]([C:25]([F:28])([F:27])[F:26])[CH:20]=3)[CH2:12][CH2:11]2)[CH2:2][CH2:3][CH2:4][CH2:5][CH2:6]1 |f:3.4.5,7.8.9|. Reported procedure: A suspension of 0.02 g (0.10 mmol) of 4-(3-piperidin-1-yl-propyl)-[1,4]diazepan-5-one, 3-iodobenzotrifluoride 0.03 g (0.12 mmol), Pd(OAc)2 0.01 g (0.05 mmol), racemic-2,2′-bis(diphenylphosphino)-1,1′-binaphthyl 0.03 g (0.05 mmol), cesium carbonate 0.16 g (0.5 mmol) in toluene (1 ml) was heated at 110° C. for 24 h. The reaction was then filtered, concentrated and the residue purified by preparative HPLC affording the title compound 0.1 g (26%) as a gum. MS: 384.2 (MH+). The reactants are CCC(=O)Cl, CCn1c(-c2ccc(N)cc2)c(C#N)c2ccc(N3CCN(C)CC3)cc21, c1ccncc1. The product is CCC(=O)Nc1ccc(-c2c(C#N)c3ccc(N4CCN(C)CC4)cc3n2CC)cc1. Reaction SMILES: [C:28]([CH2:29][CH3:30])(=[O:31])[Cl:32].[NH2:1][c:2]1[cH:3][cH:4][c:5](-[c:8]2[n:9]([CH2:26][CH3:27])[c:10]3[cH:11][c:12]([N:19]4[CH2:20][CH2:21][N:22]([CH3:25])[CH2:23][CH2:24]4)[cH:13][cH:14][c:15]3[c:16]2[C:17]#[N:18])[cH:6][cH:7]1.[cH:33]1[cH:34][cH:35][n:36][cH:37][cH:38]1>>[NH:1]([c:2]1[cH:3][cH:4][c:5](-[c:8]2[n:9]([CH2:26][CH3:27])[c:10]3[cH:11][c:12]([N:19]4[CH2:20][CH2:21][N:22]([CH3:25])[CH2:23][CH2:24]4)[cH:13][cH:14][c:15]3[c:16]2[C:17]#[N:18])[cH:6][cH:7]1)[C:28]([CH2:29][CH3:30])=[O:31].